From a dataset of the Open Reaction Database (ORD), a public repository of structured organic reaction records. describe an organic reaction: reactants, conditions, products, and yield Starting materials: CC(C)c1nccc2c(CNC(=O)C(Cl)Cl)cccc12, Cl. The product is CC(C)c1nccc2c(CN)cccc12. As a reaction SMILES: [CH:1]([CH3:2])([CH3:3])[c:4]1[n:5][cH:6][cH:7][c:8]2[c:9]([CH2:14][NH:15][C:16](=[O:17])[CH:18]([Cl:19])[Cl:20])[cH:10][cH:11][cH:12][c:13]12.[ClH:21]>>[CH:1]([CH3:2])([CH3:3])[c:4]1[n:5][cH:6][cH:7][c:8]2[c:9]([CH2:14][NH2:15])[cH:10][cH:11][cH:12][c:13]12. Starting materials: COC(=O)COC(=S)c1cc([N+](=O)[O-])c(F)cc1Cl, [H][H], C1CCOC1. Product: COC(=O)COC(=S)c1cc(N)c(F)cc1Cl. Reaction SMILES: [CH3:1][O:2][C:3](=[O:4])[CH2:5][O:6][C:7]([c:8]1[c:9]([Cl:18])[cH:10][c:11]([F:17])[c:12]([N+:14]([O-:15])=[O:16])[cH:13]1)=[S:19].[H:20][H:21].[O:22]1[CH2:23][CH2:24][CH2:25][CH2:26]1>>[CH3:1][O:2][C:3](=[O:4])[CH2:5][O:6][C:7]([c:8]1[c:9]([Cl:18])[cH:10][c:11]([F:17])[c:12]([NH2:14])[cH:13]1)=[S:19].